Dataset: the Open Reaction Database (ORD), a public repository of structured organic reaction records. Task: describe an organic reaction: reactants, conditions, products, and yield Starting materials: C=O (formalin), ClC1=CC=C(C=C1)C=1C=CC(=NC1)C#CC=1C=CC2=C(C=3CCNCCC3S2)C1 (3-[5-(4-chloro-phenyl)-pyridin-2-ylethynyl]-6,7,8,9-tetrahydro-5H-10-thia-7-aza-benzo[a]azulene), [OH-].[Na+] (NaOH), [BH3-]C#N.[Na+] (NaBH3CN), C(C)(=O)O (acetic acid). Run in O (water), C(C)#N (acetonitrile). Conditions: time 8 hour. Product: ClC1=CC=C(C=C1)C=1C=CC(=NC1)C#CC=1C=CC2=C(C=3CCN(CCC3S2)C)C1 (3-[5-(4-chloro-phenyl)-pyridin-2-ylethynyl]-7-methyl-6,7,8,9-tetrahydro-5H-10-thia-7-aza-benzo[a]azulene). Reaction SMILES: C=O.[Cl:3][C:4]1[CH:9]=[CH:8][C:7]([C:10]2[CH:11]=[CH:12][C:13]([C:16]#[C:17][C:18]3[CH:19]=[CH:20][C:21]4[S:30][C:29]5[CH2:28][CH2:27][NH:26][CH2:25][CH2:24][C:23]=5[C:22]=4[CH:31]=3)=[N:14][CH:15]=2)=[CH:6][CH:5]=1.[BH3-][C:33]#N.[Na+].C(O)(=O)C.[OH-].[Na+]>O.C(#N)C>[Cl:3][C:4]1[CH:9]=[CH:8][C:7]([C:10]2[CH:11]=[CH:12][C:13]([C:16]#[C:17][C:18]3[CH:19]=[CH:20][C:21]4[S:30][C:29]5[CH2:28][CH2:27][N:26]([CH3:33])[CH2:25][CH2:24][C:23]=5[C:22]=4[CH:31]=3)=[N:14][CH:15]=2)=[CH:6][CH:5]=1 |f:2.3,5.6|. Procedure details: 0.18 mL (2.41 mmol) 37% formalin solution in water are added to a solution of 100 mg (0.24 mmol) 3-[5-(4-chloro-phenyl)-pyridin-2-ylethynyl]-6,7,8,9-tetrahydro-5H-10-thia-7-aza-benzo[a]azulene (see 3.60f) in 5 mL acetonitrile. Then 60 mg (0.96 mmol) NaBH3CN and 56 μL (0.96 mmol) acetic acid are added and the reaction mixture is stirred overnight. The solution is combined with 2 M NaOH and extracted with EtOAc. The organic phase is dried over MgSO4 and the solvent is eliminated i.vac. The purific... The reactants are C(C1=CC=CC=C1)C=1SC(=C(C1C(=O)C1=CC(=C(C(=C1)CC)OC)CC)C)C ((2-benzyl-4,5-dimethylthiophen-3-yl)-(3,5-diethyl-4-methoxy-phenyl)-methanone), B(Br)(Br)Br (boron tribromide). The product is CC1=C(C2=C(S1)C=C1C=CC=CC1=C2C2=CC(=C(C(=C2)CC)O)CC)C (4-(2,3-Dimethyl-naphtho[2,3-b]thiophen-4-yl)-2,6-diethyl -phenol). Reaction SMILES: [CH2:1]([C:8]1[S:9][C:10]([CH3:28])=[C:11]([CH3:27])[C:12]=1[C:13]([C:15]1[CH:20]=[C:19]([CH2:21][CH3:22])[C:18]([O:23]C)=[C:17]([CH2:25][CH3:26])[CH:16]=1)=O)[C:2]1[CH:7]=[CH:6][CH:5]=[CH:4][CH:3]=1.B(Br)(Br)Br>>[CH3:28][C:10]1[S:9][C:8]2[CH:1]=[C:2]3[C:3](=[C:13]([C:15]4[CH:20]=[C:19]([CH2:21][CH3:22])[C:18]([OH:23])=[C:17]([CH2:25][CH3:26])[CH:16]=4)[C:12]=2[C:11]=1[CH3:27])[CH:4]=[CH:5][CH:6]=[CH:7]3. Procedure: The title compound was prepared according to the procedure in Example 1, step 5, using (2-benzyl-4,5-dimethylthiophen-3-yl)-(3,5-diethyl-4-methoxy-phenyl)-methanone (17.67 g, 45.0 mmol) and boron tribromide (12.8 mL, 0.135 mol) to give 16.63 g, of the title compound. 1H NMR (DMSO-d6) δ 1.15 (t, 6 H), 1.61 (s, 3 H), 2.40 (s, 3 H), 2.59-2.73 (m, 4 H), 6.86 (s, 2 H), 7.32 (ddd, 1 H), 7.42 (ddd, 1 H), 7.47 (d, 1 H), 7.93 (d, 1 H), 8.31 (s, 1 H), 8.41 (s, 1 H). mass spectrum (+ESI) m/z 360 (M+).